Dataset: the Open Reaction Database (ORD), a public repository of structured organic reaction records. Task: describe an organic reaction: reactants, conditions, products, and yield Reactants: C1(CC(CCC1)=O)=O (1,3-cyclohexanedione), ClC1=CC=C(C=C1)NN=C1CC(CCC1)=O (cyclohexane-1,3-dione mono-(4-chlorophenyl)-hydrazone), ice water, Cl.ClC1=CC=C(C=C1)NN (p-chlorophenylhydrazine hydrochloride). Run in O (water), FC(C(=O)O)(F)F (trifluoroacetic acid), O (water). Run at temperature 80 celsius, time 16 hour. Yields the product ClC=1C=C2C=3C(CCCC3NC2=CC1)=O (6-Chloro-4-oxo-1,2,3,4-tetrahydrocarbazole). Isolated yield 42.0%. RXN SMILES: Cl.[Cl:2][C:3]1[CH:8]=[CH:7][C:6]([NH:9]N)=[CH:5][CH:4]=1.[C:11]1(=O)[CH2:16][CH2:15][CH2:14][C:13](=[O:17])[CH2:12]1.ClC1C=CC(NN=C2CCCC(=O)C2)=CC=1>O.FC(F)(F)C(O)=O>[Cl:2][C:3]1[CH:8]=[C:7]2[C:6](=[CH:5][CH:4]=1)[NH:9][C:11]1[CH2:16][CH2:15][CH2:14][C:13](=[O:17])[C:12]2=1 |f:0.1|. Procedure details: A suspension of p-chlorophenylhydrazine hydrochloride (8.06 g, 45 mmol) in water is added over a 10 min. period to a solution of 1,3-cyclohexanedione (5.05 g, 45 mmol) in water, stirred for 16 h and filtered. The filtercake is washed with water and air-dried. The thus-obtained cyclohexane-1,3-dione mono-(4-chlorophenyl)-hydrazone (45 mmol th.) is dissolved in trifluoroacetic acid (TFA) (30 mL), heated at 80° C. for 16 h, cooled to room temperature, poured into ice-water and filtered. The filterc... The reactants are [BH4-], C1CCOC1, CO, O=CCc1ccc(-c2ccc(C(F)(F)F)cc2)cc1F, [Na+]. The product is OCCc1ccc(-c2ccc(C(F)(F)F)cc2)cc1F. Reaction SMILES: [BH4-:21].[CH2:23]1[O:24][CH2:25][CH2:26][CH2:27]1.[CH3:28][OH:29].[F:1][c:2]1[cH:3][c:4](-[c:11]2[cH:12][cH:13][c:14]([C:17]([F:18])([F:19])[F:20])[cH:15][cH:16]2)[cH:5][cH:6][c:7]1[CH2:8][CH:9]=[O:10].[Na+:22]>>[F:1][c:2]1[cH:3][c:4](-[c:11]2[cH:12][cH:13][c:14]([C:17]([F:18])([F:19])[F:20])[cH:15][cH:16]2)[cH:5][cH:6][c:7]1[CH2:8][CH2:9][OH:10]. Starting materials: CO, COC(=O)C1CCN(C(=O)OC(C)(C)C)C1c1cc([N+](=O)[O-])ccc1S(=O)(=O)C(C)C. Product: COC(=O)C1CCN(C(=O)OC(C)(C)C)C1c1cc(N)ccc1S(=O)(=O)C(C)C. As a reaction SMILES: [CH3:32][OH:33].[CH:1]([CH3:2])([CH3:3])[S:4](=[O:5])(=[O:6])[c:7]1[c:8]([CH:16]2[N:17]([C:25](=[O:26])[O:27][C:28]([CH3:29])([CH3:30])[CH3:31])[CH2:18][CH2:19][CH:20]2[C:21](=[O:22])[O:23][CH3:24])[cH:9][c:10]([N+:13]([O-:14])=[O:15])[cH:11][cH:12]1>>[CH:1]([CH3:2])([CH3:3])[S:4](=[O:5])(=[O:6])[c:7]1[c:8]([CH:16]2[N:17]([C:25](=[O:26])[O:27][C:28]([CH3:29])([CH3:30])[CH3:31])[CH2:18][CH2:19][CH:20]2[C:21](=[O:22])[O:23][CH3:24])[cH:9][c:10]([NH2:13])[cH:11][cH:12]1. Reactants: CCOC(=O)COc1ccc2c(c1)CC(N(Cc1ccccc1)C(=O)OC(C)(C)C)CCC2, CCO, [Na+], [OH-]. The product is [Na+], CC(C)(C)OC(=O)N(Cc1ccccc1)C1CCCc2ccc(OCC(=O)[O-])cc2C1. Reaction SMILES: [CH2:1]([CH3:2])[O:3][C:4]([CH2:5][O:6][c:7]1[cH:8][cH:9][c:10]2[c:11]([cH:32]1)[CH2:12][CH:13]([N:17]([CH2:18][c:19]1[cH:20][cH:21][cH:22][cH:23][cH:24]1)[C:25](=[O:26])[O:27][C:28]([CH3:29])([CH3:30])[CH3:31])[CH2:14][CH2:15][CH2:16]2)=[O:33].[CH3:36][CH2:37][OH:38].[Na+:35].[OH-:34]>>[Na+:35].[O:3]=[C:4]([CH2:5][O:6][c:7]1[cH:8][cH:9][c:10]2[c:11]([cH:32]1)[CH2:12][CH:13]([N:17]([CH2:18][c:19]1[cH:20][cH:21][cH:22][cH:23][cH:24]1)[C:25](=[O:26])[O:27][C:28]([CH3:29])([CH3:30])[CH3:31])[CH2:14][CH2:15][CH2:16]2)[O-:33]. The reactants are C(N)(=O)C1CN(CCS1)C(=O)OC(C)(C)C (tert-butyl 2-carbamoylthiomorpholine-4-carboxylate), B (borane). Run in C1CCOC1 (THF), C1CCOC1 (THF). Conditions: time 72 hour. Yields the product NCC1CN(CCS1)C(=O)OC(C)(C)C (tert-butyl 2-(aminomethyl)thiomorpholine-4-carboxylate). Yield: 90.8%. Reaction SMILES: [C:1]([CH:4]1[S:9][CH2:8][CH2:7][N:6]([C:10]([O:12][C:13]([CH3:16])([CH3:15])[CH3:14])=[O:11])[CH2:5]1)(=O)[NH2:2].B>C1COCC1>[NH2:2][CH2:1][CH:4]1[S:9][CH2:8][CH2:7][N:6]([C:10]([O:12][C:13]([CH3:16])([CH3:15])[CH3:14])=[O:11])[CH2:5]1. Procedure details: A solution of tert-butyl 2-carbamoylthiomorpholine-4-carboxylate (2.46 g, 10 mmol) in THF (80 mL) was cooled to 0° C. A solution of borane in THF (1.0 M, 40 mL, 40 mmol) was added over 15 minutes via addition funnel and the mixture was stirred at ambient temperature for 72 hours. The reaction was quenched by dropwise addition of methanol/acetic acid (18 mL, 9:1 v/v). The solvent was removed under reduced pressure and the residue partitioned between ethyl acetate and sat. aqueous Na2CO3. The aque... The reactants are COC(=O)CBr, CN(C)C=O, [H-], [Na+], COCOc1cc(CCC(=O)c2c(OC)cc(OC)c(CCC(C)C)c2O)ccc1OC. Yields the product COCOc1cc(CCC(=O)c2c(OC)cc(OC)c(CCC(C)C)c2OCC(=O)OC)ccc1OC. RXN SMILES: [Br:35][CH2:36][C:37](=[O:38])[O:39][CH3:40].[CH3:41][N:42]([CH3:43])[CH:44]=[O:45].[H-:33].[Na+:34].[OH:1][c:2]1[c:3]([C:17]([CH2:18][CH2:19][c:20]2[cH:21][c:22]([O:28][CH2:29][O:30][CH3:31])[c:23]([O:26][CH3:27])[cH:24][cH:25]2)=[O:32])[c:4]([O:15][CH3:16])[cH:5][c:6]([O:13][CH3:14])[c:7]1[CH2:8][CH2:9][CH:10]([CH3:11])[CH3:12]>>[O:1]([c:2]1[c:3]([C:17]([CH2:18][CH2:19][c:20]2[cH:21][c:22]([O:28][CH2:29][O:30][CH3:31])[c:23]([O:26][CH3:27])[cH:24][cH:25]2)=[O:32])[c:4]([O:15][CH3:16])[cH:5][c:6]([O:13][CH3:14])[c:7]1[CH2:8][CH2:9][CH:10]([CH3:11])[CH3:12])[CH2:36][C:37](=[O:38])[O:39][CH3:40]. RXN SMILES: [Br:1][C:2]1[CH:3]=[CH:4][C:5]([Cl:13])=[C:6]([CH:12]=1)[C:7](OCC)=[O:8].CC(C[AlH]CC(C)C)C>C1COCC1.CCOCC>[Br:1][C:2]1[CH:3]=[CH:4][C:5]([Cl:13])=[C:6]([CH2:7][OH:8])[CH:12]=1. The product is BrC=1C=CC(=C(C1)CO)Cl ((5-Bromo-2-chlorophenyl)methanol). Run at temperature -78 celsius, time 1 hour. Starting materials: BrC=1C=CC(=C(C(=O)OCC)C1)Cl (ethyl 5-bromo-2-chlorobenzoate), CC(C)C[AlH]CC(C)C (DIBAL). The solvent is C1CCOC1 (THF), CCOCC (ether). Procedure: To a solution of ethyl 5-bromo-2-chlorobenzoate (1 eq.) in THF (0.03 M) was added, at −78° C., DIBAL (2.5 eq). The reaction was stirred at −78° C. for 1 h and then warmed slowly to RT over 1 h. The reaction mixture was then diluted with ether and carefully quenched with aq. 6 M HCl. The organic layer was separated and the aqueous layer was back extracted with ether. The combined organic extracts were washed with sat. aq. NaHCO3 and brine, dried over MgSO4 and filtered. Concentration of the filtr... Starting materials: starch, O=C[C@H](O)[C@@H](O)[C@H](O)[C@H](O)CO (glucose), LG109, OP(=O)(O)[O-].[K+] (KH2PO4), [O-]S(=O)(=O)[O-].[Mg+2] (MgSO4), Cl.Cl.C(C1=CN=CC=C1)(=O)NCCOC(=O)C1=C(NC(=C(C1C1=CC(=CC=C1)[N+](=O)[O-])C(=O)OCCNC(C1=CN=CC=C1)=O)C)C (1,4-dihydro-2,6-dimethyl-4-(3-nitrophenyl)pyridine-3,5-dicarboxylic acid bis(2-nicotinoylaminoethyl)ester dihydrochloride). The solvent is O (water). Run at time 3 day. Product: CC=1NC(=C([C@H](C1C(=O)OCCNC(C1=CN=CC=C1)=O)C1=CC(=CC=C1)[N+](=O)[O-])C(=O)O)C ((4R)-1,4-dihydro-2,6-dimethyl-3-(2-nicotinoylaminoethyl)oxycarbonyl-4-(3-nitrophenyl)pyridine-5-carboxylic acid). The yield is 19.7%. Reaction SMILES: OP([O-])(O)=O.[K+].[O-]S([O-])(=O)=O.[Mg+2].O=C[C@@H]([C@H]([C@@H]([C@@H](CO)O)O)O)O.Cl.Cl.[C:27]([NH:35][CH2:36][CH2:37][O:38][C:39]([C:41]1[CH:46]([C:47]2[CH:52]=[CH:51][CH:50]=[C:49]([N+:53]([O-:55])=[O:54])[CH:48]=2)[C:45]([C:56]([O:58]CCNC(=O)C2C=CC=NC=2)=[O:57])=[C:44]([CH3:70])[NH:43][C:42]=1[CH3:71])=[O:40])(=[O:34])[C:28]1[CH:33]=[CH:32][CH:31]=[N:30][CH:29]=1>O>[CH3:71][C:42]1[NH:43][C:44]([CH3:70])=[C:45]([C:56]([OH:58])=[O:57])[C@@H:46]([C:47]2[CH:52]=[CH:51][CH:50]=[C:49]([N+:53]([O-:55])=[O:54])[CH:48]=2)[C:41]=1[C:39]([O:38][CH2:37][CH2:36][NH:35][C:27](=[O:34])[C:28]1[CH:33]=[CH:32][CH:31]=[N:30][CH:29]=1)=[O:40] |f:0.1,2.3,5.6.7|. Procedure details: Botryodioplodia sp. FI-741 was inoculated on 30 ml medium FI (2% potato starch, 2% ESUSAN Meat, 0.1% KH2PO4, 0.05% MgSO4 7H2O, 1% glucose, 0.05% Adekanol LG109) charged in an Erlenmeyer flask of 250 ml volume. Incubation was performed at 28° C. for 3 days. A solution of 60 mg of 1,4-dihydro-2,6-dimethyl-4-(3-nitrophenyl)pyridine-3,5-dicarboxylic acid bis(2-nicotinoylaminoethyl)ester dihydrochloride in 0.75 ml of distilled water was added to the culture broth obtained. Shaking was continued for f...